From a dataset of the Open Reaction Database (ORD), a public repository of structured organic reaction records. describe an organic reaction: reactants, conditions, products, and yield The reactants are CC(=O)O[BH-](OC(C)=O)OC(C)=O, O=Cc1ccccc1, O=C(Nc1ccc(Cl)c(Cl)c1)C1CCN(CC2CCCNC2)CC1, ClCCl, [Na+]. The product is O=C(Nc1ccc(Cl)c(Cl)c1)C1CCN(CC2CCCN(Cc3ccccc3)C2)CC1. Reaction SMILES: [C:33]([O:34][BH-:35]([O:36][C:37](=[O:38])[CH3:39])[O:40][C:41](=[O:42])[CH3:43])(=[O:44])[CH3:45].[CH:25](=[O:26])[c:27]1[cH:28][cH:29][cH:30][cH:31][cH:32]1.[Cl:1][c:2]1[cH:3][c:4]([NH:9][C:10](=[O:11])[CH:12]2[CH2:13][CH2:14][N:15]([CH2:18][CH:19]3[CH2:20][NH:21][CH2:22][CH2:23][CH2:24]3)[CH2:16][CH2:17]2)[cH:5][cH:6][c:7]1[Cl:8].[Cl:47][CH2:48][Cl:49].[Na+:46]>>[Cl:1][c:2]1[cH:3][c:4]([NH:9][C:10](=[O:11])[CH:12]2[CH2:13][CH2:14][N:15]([CH2:18][CH:19]3[CH2:20][N:21]([CH2:25][c:27]4[cH:28][cH:29][cH:30][cH:31][cH:32]4)[CH2:22][CH2:23][CH2:24]3)[CH2:16][CH2:17]2)[cH:5][cH:6][c:7]1[Cl:8].